Dataset: the Open Reaction Database (ORD), a public repository of structured organic reaction records. Task: describe an organic reaction: reactants, conditions, products, and yield Starting materials: ClC=1C=C(C(C)(C)N=C=O)C=CC1Cl (3,4-dichloro-α,α-dimethylbenzyl isocyanate), [C-]#N (cyanide), CNC1=CC=CC=C1 (N-methylaniline). The solvent is C1=CC=CC=C1 (benzene). Reaction conditions: time 8 hour. Product: ClC=1C=C(C(C)(C)NC(N(C2=CC=CC=C2)C)=O)C=CC1Cl (3-(3,4-Dichloro-α,α-dimethylbenzyl)-1-methyl-1-phenylurea). Yield: 86.0%. Reaction SMILES: [Cl:1][C:2]1[CH:3]=[C:4]([CH:11]=[CH:12][C:13]=1[Cl:14])[C:5]([N:8]=[C:9]=[O:10])([CH3:7])[CH3:6].[C-]#N.[CH3:17][NH:18][C:19]1[CH:24]=[CH:23][CH:22]=[CH:21][CH:20]=1>C1C=CC=CC=1>[Cl:1][C:2]1[CH:3]=[C:4]([CH:11]=[CH:12][C:13]=1[Cl:14])[C:5]([NH:8][C:9](=[O:10])[N:18]([CH3:17])[C:19]1[CH:24]=[CH:23][CH:22]=[CH:21][CH:20]=1)([CH3:7])[CH3:6]. Reported procedure: 4.6 g of 3,4-dichloro-α,α-dimethylbenzyl isocyanate, prepared from the corresponding cyanide in the same way as in Synthesis Example 1, was added to a solution of 2.2 g of N-methylaniline in 20 ml of benzene and the mixture was heated under reflux for 2 hours. After allowing the mixture to stand overnight, the reaction solution was washed with a 2N aqueous hydrochloric acid solution, a 2N aqueous sodium hydroxide solution and water in that order, and the organic layer was dried over sodium sulfa...